Dataset: the Open Reaction Database (ORD), a public repository of structured organic reaction records. Task: describe an organic reaction: reactants, conditions, products, and yield Reactants: COC(=O)C(C)(C)c1ccc(C(O)CCCN2CCC(C(O)(c3ccccc3)c3ccccc3)CC2)cc1, CC(C)=O. Yields the product COC(=O)C(C)(C)c1ccc(C(=O)CCCN2CCC(C(O)(c3ccccc3)c3ccccc3)CC2)cc1. As a reaction SMILES: [CH3:1][O:2][C:3]([C:4]([c:5]1[cH:6][cH:7][c:8]([CH:11]([CH2:12][CH2:13][CH2:14][N:15]2[CH2:16][CH2:17][CH:18]([C:21]([c:22]3[cH:23][cH:24][cH:25][cH:26][cH:27]3)([c:28]3[cH:29][cH:30][cH:31][cH:32][cH:33]3)[OH:34])[CH2:19][CH2:20]2)[OH:35])[cH:9][cH:10]1)([CH3:36])[CH3:37])=[O:38].[CH3:39][C:40](=[O:41])[CH3:42]>>[CH3:1][O:2][C:3]([C:4]([c:5]1[cH:6][cH:7][c:8]([C:11]([CH2:12][CH2:13][CH2:14][N:15]2[CH2:16][CH2:17][CH:18]([C:21]([c:22]3[cH:23][cH:24][cH:25][cH:26][cH:27]3)([c:28]3[cH:29][cH:30][cH:31][cH:32][cH:33]3)[OH:34])[CH2:19][CH2:20]2)=[O:35])[cH:9][cH:10]1)([CH3:36])[CH3:37])=[O:38]. The reactants are CCOC(=O)c1ccc(NC(=O)OC(C)(C)C)cc1O, CCOC(=O)N=NC(=O)OCC, C1CCOC1, OC1CCCC1, c1ccc(P(c2ccccc2)c2ccccc2)cc1. The product is CCOC(=O)c1ccc(NC(=O)OC(C)(C)C)cc1OC1CCCC1. As a reaction SMILES: [C:1]([CH3:2])([CH3:3])([CH3:4])[O:5][C:6](=[O:7])[NH:8][c:9]1[cH:10][c:11]([OH:20])[c:12]([C:13](=[O:14])[O:15][CH2:16][CH3:17])[cH:18][cH:19]1.[O:27]=[C:28]([O:29][CH2:30][CH3:31])[N:32]=[N:33][C:34]([O:35][CH2:36][CH3:37])=[O:38].[O:58]1[CH2:59][CH2:60][CH2:61][CH2:62]1.[OH:21][CH:22]1[CH2:23][CH2:24][CH2:25][CH2:26]1.[c:39]1([P:40]([c:41]2[cH:42][cH:43][cH:44][cH:45][cH:46]2)[c:47]2[cH:48][cH:49][cH:50][cH:51][cH:52]2)[cH:53][cH:54][cH:55][cH:56][cH:57]1>>[C:1]([CH3:2])([CH3:3])([CH3:4])[O:5][C:6](=[O:7])[NH:8][c:9]1[cH:10][c:11]([O:20][CH:22]2[CH2:23][CH2:24][CH2:25][CH2:26]2)[c:12]([C:13](=[O:14])[O:15][CH2:16][CH3:17])[cH:18][cH:19]1. Starting materials: [OH-].[Na+] (NaOH), O.O.O.C(C)(=O)[O-].[Na+] (sodium acetate trihydrate), BrC(C(C(C)(C)F)=O)Br (1,1-dibromo-3-fluoro-3-methylbutan-2-one), C(O)(O)=O.NNC(=N)N (aminoguanidine bicarbonate). Run in O (water). Run at time 5 hour. Product: NC=1N=NC=C(N1)C(C)(C)F (3-Amino-5-(1-fluoro-1-methylethyl)-1,2,4-triazine). The yield is 50.8%. RXN SMILES: O.O.O.C([O-])(=O)C.[Na+].Br[CH:10](Br)[C:11](=O)[C:12]([F:15])([CH3:14])[CH3:13].C(=O)(O)O.[NH2:22][NH:23][C:24]([NH2:26])=[NH:25].[OH-].[Na+]>O>[NH2:26][C:24]1[N:23]=[N:22][CH:10]=[C:11]([C:12]([F:15])([CH3:14])[CH3:13])[N:25]=1 |f:0.1.2.3.4,6.7,8.9|. Reported procedure: A stirred solution of sodium acetate trihydrate (23.07 g, 80.7 mmol) and 1,1-dibromo-3-fluoro-3-methylbutan-2-one (21.14 g, 80.7 mmol) in water (80 ml) was heated at reflux under nitrogen for 40 min, then allowed to cool to room temperature before adding solid aminoguanidine bicarbonate (10.99 g, 80.7 mmol). The mixture was stirred at room temperature for 5 h, then 4 N aqueous NaOH solution (40.4 ml, 162 mmol) was added and the mixture was stirred under nitrogen for a further 3 days. The mixture... The reactants are C(C1=CC=CC=C1)OC1=CC=2C3=C(C=NC2C=C1)N=C(N3C)CCCC (8-benzyloxy-2-butyl-1-methyl-1H-imidazo[4,5-c]quinoline), C(C1=CC=CC=C1)OC=1C=CC=2C3=C(C(=NC2C1)N)N=C(N3CC(C)C)CCC (7-benzyloxy-1-(2-methylpropyl)-2-propyl-1H-imidazo[4,5-c]quinolin-4-amine). Conditions: time 8 hour. Product: C(CCC)C=1N(C2=C(C=NC=3C=CC(=CC23)O)N1)C (2-butyl-1-methyl-1H-imidazo[4,5-c]quinolin-8-ol). Isolated yield 86.8%. RXN SMILES: C([O:8][C:9]1[CH:18]=[CH:17][C:16]2[N:15]=[CH:14][C:13]3[N:19]=[C:20]([CH2:23][CH2:24][CH2:25][CH3:26])[N:21]([CH3:22])[C:12]=3[C:11]=2[CH:10]=1)C1C=CC=CC=1.C(OC1C=CC2C3N(CC(C)C)C(CCC)=NC=3C(N)=NC=2C=1)C1C=CC=CC=1>>[CH2:23]([C:20]1[N:21]([CH3:22])[C:12]2[C:11]3[CH:10]=[C:9]([OH:8])[CH:18]=[CH:17][C:16]=3[N:15]=[CH:14][C:13]=2[N:19]=1)[CH2:24][CH2:25][CH3:26]. Procedure: A modification of the general method described in Part J of Example 1 was followed using 8-benzyloxy-2-butyl-1-methyl-1H-imidazo[4,5-c]quinoline (14.65 g, 42.4 mmol) in lieu of 7-benzyloxy-1-(2-methylpropyl)-2-propyl-1H-imidazo[4,5-c]quinolin-4-amine. The reaction was placed under hydrogen pressure for 3.5 hours. The catalyst was removed by filtration and washed with ethyl acetate. The filtrate was concentrated under reduced pressure to a small volume, and hexanes were added. A precipitate forme... Starting materials: Teflon, ClC=1C=C(N)C=CC1 (3-chloroaniline), BrC(C(=O)OC)C (methyl 2-bromopropanoate), [I-].[K+] (potassium iodide), C([O-])([O-])=O.[K+].[K+] (potassium carbonate). Run in CN(C)C=O (DMF). Reaction conditions: temperature 100 celsius, time 5 hour. Yields the product ClC=1C=C(C=CC1)NC(C(=O)OC)C (Methyl 2-[(3-chlorophenyl)amino]propanoate). Yield: 24.8%. RXN SMILES: [Cl:1][C:2]1[CH:3]=[C:4]([CH:6]=[CH:7][CH:8]=1)[NH2:5].Br[CH:10]([CH3:15])[C:11]([O:13][CH3:14])=[O:12].[I-].[K+].C(=O)([O-])[O-].[K+].[K+]>CN(C=O)C>[Cl:1][C:2]1[CH:3]=[C:4]([NH:5][CH:10]([CH3:15])[C:11]([O:13][CH3:14])=[O:12])[CH:6]=[CH:7][CH:8]=1 |f:2.3,4.5.6|. Reported procedure: To a sealed tube containing a clear, slightly yellow solution of 3-chloroaniline (2.5 g, 19.60 mmol) and methyl 2-bromopropanoate (3.93 g, 23.52 mmol) in DMF (39.2 mL) was added potassium iodide (0.325 g, 1.960 mmol) and potassium carbonate (4.06 g, 29.4 mmol). The vessel was sealed with a Teflon screw cap possessing an o-ring. The resulting suspension was warmed to 100° C. After 5 h, the resulting dark brown reaction mixture was stopped and cooled to rt. The reaction was filtered to remove the ... Reactants: OO (H2O2), FC1=CC=C2C(=C(C(=NC2=C1)C1=NC=CC(=C1)C)C)N1C2=C(SCC1)N=CC(=C2)N2CCOCC2 (4-(1-(7-fluoro-3-methyl-2-(4-methylpyridin-2-yl)quinolin-4-yl)-2,3-dihydro-1H-pyrido[2,3-b][1,4]thiazin-7-yl)morpholine), O (water), OO (H2O2), OS(=O)[O-].[Na+] (NaHSO3). Reagents/catalysts: [O-][W](=O)(=O)[O-].[Na+].[Na+] (disodium tungstate), [O-][W](=O)(=O)[O-].[Na+].[Na+] (disodium tungstate). Run in CCOC(=O)C (EtOAc), CCOC(=O)C (EtOAc). Run at temperature 0 celsius, time 8 hour. Yields the product FC1=CC=C2C(=C(C(=NC2=C1)C1=NC=CC(=C1)C)C)N1C2=C(S(CC1)(=O)=O)N=CC(=C2)N2CCOCC2 (1-(7-fluoro-3-methyl-2-(4-methyl-2-pyridinyl)-4-quinolinyl)-7-(4-morpholinyl)-2,3-dihydro-1H-pyrido[2,3-b][1,4]thiazine 4,4-dioxide). As a reaction SMILES: [F:1][C:2]1[CH:11]=[C:10]2[C:5]([C:6]([N:20]3[CH2:25][CH2:24]S[C:22]4[N:26]=[CH:27][C:28]([N:30]5[CH2:35][CH2:34][O:33][CH2:32][CH2:31]5)=[CH:29][C:21]3=4)=[C:7]([CH3:19])[C:8]([C:12]3[CH:17]=[C:16]([CH3:18])[CH:15]=[CH:14][N:13]=3)=[N:9]2)=[CH:4][CH:3]=1.O.OO.[OH:39][S:40]([O-:42])=O.[Na+]>CCOC(C)=O.[O-][W]([O-])(=O)=O.[Na+].[Na+]>[F:1][C:2]1[CH:11]=[C:10]2[C:5]([C:6]([N:20]3[CH2:25][CH2:24][S:40](=[O:42])(=[O:39])[C:22]4[N:26]=[CH:27][C:28]([N:30]5[CH2:35][CH2:34][O:33][CH2:32][CH2:31]5)=[CH:29][C:21]3=4)=[C:7]([CH3:19])[C:8]([C:12]3[CH:17]=[C:16]([CH3:18])[CH:15]=[CH:14][N:13]=3)=[N:9]2)=[CH:4][CH:3]=1 |f:3.4,6.7.8|. Procedure details: To a stirred solution of 4-(1-(7-fluoro-3-methyl-2-(4-methylpyridin-2-yl)quinolin-4-yl)-2,3-dihydro-1H-pyrido[2,3-b][1,4]thiazin-7-yl)morpholine (45 mg, 0.09 mmol) in EtOAc (2.5 mL) was added disodium tungstate (30.4 mg, 0.092 mol) and water (0.5 mL). The reaction was cooled at 0° C. and then H2O2 (56.6 μL, 1.85 mmol, 30%) was added. The reaction was allowed to warm to rt for 1 h. After this time more disodium tungstate (10 mg) was added followed by H2O2 (0.5 mL, 30%) and the reaction was stirre...